This data is from the Open Reaction Database (ORD), a public repository of structured organic reaction records. The task is: describe an organic reaction: reactants, conditions, products, and yield Starting materials: C(C)C1=NN2C(C(=CC=C2)C(CC(=O)OC)=O)=C1 (Methyl 3-(2-ethyl-pyrazolo[1,5-a]pyridine-4-yl)-3-oxopropionate), [H-].[Na+] (sodium hydride), [Cl-].[NH4+] (ammonium chloride), CI (methyl iodide). The solvent is CN(C=O)C (N,N-dimethylformamide). The product is C(C)C1=NN2C(C(=CC=C2)C(C(C(=O)OC)C)=O)=C1 (Methyl 3-(2-ethyl-pyrazolo[1,5-a]pyridine-4-yl)-2-methyl-3-oxopropionate). RXN SMILES: [CH2:1]([C:3]1[CH:18]=[C:6]2[C:7]([C:11](=[O:17])[CH2:12][C:13]([O:15][CH3:16])=[O:14])=[CH:8][CH:9]=[CH:10][N:5]2[N:4]=1)[CH3:2].[H-].[Na+].[CH3:21]I.[Cl-].[NH4+]>CN(C)C=O>[CH2:1]([C:3]1[CH:18]=[C:6]2[C:7]([C:11](=[O:17])[CH:12]([CH3:21])[C:13]([O:15][CH3:16])=[O:14])=[CH:8][CH:9]=[CH:10][N:5]2[N:4]=1)[CH3:2] |f:1.2,4.5|. Procedure: The compound of Example 180 (830 mg) was dissolved in N,N-dimethylformamide (50 mL) in a stream of argon gas and 60% sodium hydride (135 mg) was added while the solution was stirred in an ice bath. The resulting mixture was stirred at room temperature for 15 min, followed by chilling in an ice bath and addition of methyl iodide (210 μL). The mixture was then stirred at room temperature for 3 hours. Subsequently, a saturated aqueous solution of ammonium chloride was added and the mixture was extr... Reactants: NCC=1C(=C(C(=CC1)F)OC=1C=C(C#N)C=C(C1)Cl)Cl (3-{[3-(aminomethyl)-2-chloro-6-fluorophenyl]oxy}-5-chlorobenzonitrile), C=1C=CC2=C(C1)N=NN2O (HOBT), ClC=1N=C(NC1C(=O)O)C (4-chloro-2-methyl-1H-imidazole-5-carboxylic acid), C(CCl)Cl (EDC). Solvent: CN(C)C=O (DMF). Product: ClC=1N=C(NC1C(=O)NCC1=C(C(=C(C=C1)F)OC1=CC(=CC(=C1)C#N)Cl)Cl)C (4-Chloro-N-({2-chloro-3-[(3-chloro-5-cyanophenyl)oxy]-4-fluorophenyl}methyl)-2-methyl-1H-imidazole-5-carboxamide). Isolated yield 68.3%. As a reaction SMILES: [NH2:1][CH2:2][C:3]1[C:4]([Cl:20])=[C:5]([O:10][C:11]2[CH:12]=[C:13]([CH:16]=[C:17]([Cl:19])[CH:18]=2)[C:14]#[N:15])[C:6]([F:9])=[CH:7][CH:8]=1.[Cl:21][C:22]1[N:23]=[C:24]([CH3:30])[NH:25][C:26]=1[C:27](O)=[O:28].C(Cl)CCl.C1C=CC2N(O)N=NC=2C=1>CN(C=O)C>[Cl:21][C:22]1[N:23]=[C:24]([CH3:30])[NH:25][C:26]=1[C:27]([NH:1][CH2:2][C:3]1[CH:8]=[CH:7][C:6]([F:9])=[C:5]([O:10][C:11]2[CH:12]=[C:13]([C:14]#[N:15])[CH:16]=[C:17]([Cl:19])[CH:18]=2)[C:4]=1[Cl:20])=[O:28]. Procedure: The title compound was prepared as described herein using 3-{[3-(aminomethyl)-2-chloro-6-fluorophenyl]oxy}-5-chlorobenzonitrile (40 mg, 0.129 mmol), 4-chloro-2-methyl-1H-imidazole-5-carboxylic acid (20.64 mg, 0.129 mmol), EDC (27.4 mg, 0.143 mmol) and HOBT (27.3 mg, 0.178 mmol) in DMF (3.0 ml) to give the title compound as a white solid (40 mg, 69%). 1H NMR (400 MHz, CHLOROFORM-d) δ ppm 10.42 (1H, br. s.) 7.46-7.54 (0H, m) 7.31-7.41 (2H, m) 7.16-7.23 (2H, m) 7.14 (1H, d, J=2.1 Hz) 7.00 (1H, s) 4...